From a dataset of the Open Reaction Database (ORD), a public repository of structured organic reaction records. describe an organic reaction: reactants, conditions, products, and yield Starting materials: C1CCOC1, O=C1OC(=O)C2CC12, Nc1ccc(-n2ccccc2=O)cc1F. Yields the product O=C(O)C1CC1C(=O)Nc1ccc(-n2ccccc2=O)cc1F. As a reaction SMILES: [CH2:24]1[O:25][CH2:26][CH2:27][CH2:28]1.[CH:1]12[C:2](=[O:8])[O:3][C:4](=[O:7])[CH:5]1[CH2:6]2.[NH2:9][c:10]1[c:11]([F:23])[cH:12][c:13](-[n:16]2[c:17](=[O:22])[cH:18][cH:19][cH:20][cH:21]2)[cH:14][cH:15]1>>[CH:1]1([C:2]([OH:3])=[O:8])[CH:5]([C:4](=[O:7])[NH:9][c:10]2[c:11]([F:23])[cH:12][c:13](-[n:16]3[c:17](=[O:22])[cH:18][cH:19][cH:20][cH:21]3)[cH:14][cH:15]2)[CH2:6]1. Reactants: C(#N)C=1C(=NC(=CC1)C)OC (3-Cyano-2-methoxy-6-methylpyridine), C(C)(C)O.O.Cl (isopropanol water hydrochloric acid), [Mn](=O)(=O)(=O)[O-].[K+] (potassium permanganate). Product: C(#N)C=1C=CC(=NC1OC)C(=O)O (5-cyano-6-methoxypyridine-2-carboxylic acid). RXN SMILES: [C:1]([C:3]1[C:4]([O:10][CH3:11])=[N:5]C(C)=[CH:7][CH:8]=1)#[N:2].[Mn]([O-])(=O)(=O)=O.[K+].[CH:18]([OH:21])([CH3:20])C.[OH2:22].Cl>>[C:1]([C:3]1[CH:8]=[CH:7][C:20]([C:18]([OH:21])=[O:22])=[N:5][C:4]=1[O:10][CH3:11])#[N:2] |f:1.2,3.4.5|. Procedure: 3-Cyano-2-methoxy-6-methylpyridine is oxidised with potassium permanganate in aqueous solution to give 5-cyano-6-methoxypyridine-2-carboxylic acid (m.p. 235°-237° C.), subsequent hydrogenation of which on palladium/charcoal in isopropanol/water/hydrochloric acid gives the desired compound. Starting materials: CC(C)(C)OC(=O)CBr, O=C([O-])[O-], Cc1cc(O)ccc1[N+](=O)[O-], [K+], [K+], CN(C)C=O, O. The product is Cc1cc(OCC(=O)OC(C)(C)C)ccc1[N+](=O)[O-]. As a reaction SMILES: [Br:12][CH2:13][C:14](=[O:15])[O:16][C:17]([CH3:18])([CH3:19])[CH3:20].[C:21](=[O:22])([O-:23])[O-:24].[CH3:1][c:2]1[cH:3][c:4]([OH:5])[cH:6][cH:7][c:8]1[N+:9]([O-:10])=[O:11].[K+:25].[K+:26].[O:28]=[CH:29][N:30]([CH3:31])[CH3:32].[OH2:27]>>[CH3:1][c:2]1[cH:3][c:4]([O:5][CH2:13][C:14](=[O:15])[O:16][C:17]([CH3:18])([CH3:19])[CH3:20])[cH:6][cH:7][c:8]1[N+:9]([O-:10])=[O:11]. Reactants: BrC1=CC=C(C=C1)C1(CC1)C(=O)OC(C)(C)C (tert-butyl 1-(4-bromophenyl)cyclopropanecarboxylate), O=C1NCCC1 (2-oxo-pyrrolidine), [C@@H]1([C@@H](CCCC1)N)N ((trans)-cyclohexane-1,2-diamine), C([O-])([O-])=O.[K+].[K+] (potassium carbonate). Reagents/catalysts: [Cu]I (copper(I) iodide). Run in C1(=CC=CC=C1)C (toluene), C(C)(=O)OCC (ethyl acetate). Conditions: temperature 100 celsius. Yields the product O=C1N(CCC1)C1=CC=C(C=C1)C1(CC1)C(=O)OC(C)(C)C (tert-butyl 1-[4-(2-oxo-pyrrolidin-1-yl)phenyl]cyclopropanecarboxylate). Reaction SMILES: Br[C:2]1[CH:7]=[CH:6][C:5]([C:8]2([C:11]([O:13][C:14]([CH3:17])([CH3:16])[CH3:15])=[O:12])[CH2:10][CH2:9]2)=[CH:4][CH:3]=1.[O:18]=[C:19]1[CH2:23][CH2:22][CH2:21][NH:20]1.[C@@H]1(N)CCCC[C@H]1N.C(=O)([O-])[O-].[K+].[K+]>[Cu]I.C(OCC)(=O)C.C1(C)C=CC=CC=1>[O:18]=[C:19]1[CH2:23][CH2:22][CH2:21][N:20]1[C:2]1[CH:7]=[CH:6][C:5]([C:8]2([C:11]([O:13][C:14]([CH3:17])([CH3:16])[CH3:15])=[O:12])[CH2:10][CH2:9]2)=[CH:4][CH:3]=1 |f:3.4.5|. Procedure: A mixture of tert-butyl 1-(4-bromophenyl)cyclopropanecarboxylate (297.2 mg, 1.0 mmol), 2-oxo-pyrrolidine (1.2 mmol), copper(I) iodide (20.0 mg, 0.1 mmol), (trans)-cyclohexane-1,2-diamine (22.8 mg, 0.2 mmol) and potassium carbonate (300.0 mg, 2.17 mmol) was deaerated under vacuum and then charged with nitrogen. To the mixture was added toluene (2.0 mL). The resulting mixture was heated at 100° C. for overnight. Then ethyl acetate (10 mL) was added to the mixture. The resulting mixture was filtere... Isolated yield 7.4%. Reaction SMILES: [C:1]1([OH:7])[CH:6]=[CH:5][CH:4]=[CH:3][CH:2]=1.[OH-].[Na+].O.Br[CH2:12][CH:13]=[C:14]([CH3:16])[CH3:15]>CN(C)C=O>[O:7]([CH2:12][CH:13]=[C:14]([CH3:16])[CH3:15])[C:1]1[CH:6]=[CH:5][CH:4]=[CH:3][CH:2]=1 |f:1.2|. The solvent is CN(C=O)C (dimethylformamide). The reactants are O (water), C1(=CC=CC=C1)O (phenol), [OH-].[Na+] (sodium hydroxide), O (water), BrCC=C(C)C (1-bromo-3-methylbut-2-ene). Product: O(C1=CC=CC=C1)CC=C(C)C (1-phenoxy-3-methylbut-2-ene). Conditions: time 4 hour. Reported procedure: A mixture of phenol (18.8 g) and sodium hydroxide (8 g) was stirred at 60°-70° in dimethylformamide (162 ml) and water (18 ml) while 1-bromo-3-methylbut-2-ene (VII, R1 =R2 =CH3, Hal=Br) (29.8 g) was added dropwise over 11/2 h. The mixture was stirred at 60° for 4 h after the addition was complete. It was then poured into water (800 ml) and extracted with ether (3×300 ml). The ether extract was washed with 10% sodium hydroxide (200 ml) and then with water (3×200 ml) before drying over anhydrous s... Reactants: O=C([O-])O, ClCCl, CS(=O)(=O)O, CC#N, COC(=O)Nc1ncc(C2=C(C(=O)OC(c3ccccc3)c3ccccc3)N3C(=O)C(NC(=O)OC(C)(C)C)C3SC2)s1, [Na+]. Product: COC(=O)Nc1ncc(C2=C(C(=O)OC(c3ccccc3)c3ccccc3)N3C(=O)C(N)C3SC2)s1. As a reaction SMILES: [C:55](=[O:56])([OH:57])[O-:58].[CH2:52]([Cl:53])[Cl:54].[CH3:1][S:2](=[O:3])(=[O:4])[OH:5].[CH3:49][C:50]#[N:51].[CH:6]([c:7]1[cH:8][cH:9][cH:10][cH:11][cH:12]1)([c:13]1[cH:14][cH:15][cH:16][cH:17][cH:18]1)[O:19][C:20](=[O:21])[C:22]1=[C:29]([c:30]2[cH:31][n:32][c:33]([NH:35][C:36](=[O:37])[O:38][CH3:39])[s:34]2)[CH2:28][S:27][CH:26]2[N:23]1[C:24](=[O:48])[CH:25]2[NH:40][C:41]([O:42][C:43]([CH3:44])([CH3:45])[CH3:46])=[O:47].[Na+:59]>>[CH:6]([c:7]1[cH:8][cH:9][cH:10][cH:11][cH:12]1)([c:13]1[cH:14][cH:15][cH:16][cH:17][cH:18]1)[O:19][C:20](=[O:21])[C:22]1=[C:29]([c:30]2[cH:31][n:32][c:33]([NH:35][C:36](=[O:37])[O:38][CH3:39])[s:34]2)[CH2:28][S:27][CH:26]2[N:23]1[C:24](=[O:48])[CH:25]2[NH2:40].